From a dataset of the Open Reaction Database (ORD), a public repository of structured organic reaction records. describe an organic reaction: reactants, conditions, products, and yield Starting materials: ice water, ClCC1=CC=C(C=C1)C=1OC2=C(N1)C=CC=C2 (2-(4-chloromethylphenyl)benzoxazole), OC1=CC=C(C=C(C(=O)OC)C(=O)OC)C=C1 (dimethyl 4-hydroxybenzylidenemalonate), C([O-])([O-])=O.[K+].[K+] (potassium carbonate). Run in CC(CC)=O (2-butanone). Yields the product O1C(=NC2=C1C=CC=C2)C2=CC=C(COC1=CC=C(C=C(C(=O)OC)C(=O)OC)C=C1)C=C2 (dimethyl 4-[4-(2-benzoxazolyl)benzyloxy]benzylidenemalonate). Isolated yield 41.0%. Reaction SMILES: Cl[CH2:2][C:3]1[CH:8]=[CH:7][C:6]([C:9]2[O:10][C:11]3[CH:17]=[CH:16][CH:15]=[CH:14][C:12]=3[N:13]=2)=[CH:5][CH:4]=1.[OH:18][C:19]1[CH:34]=[CH:33][C:22]([CH:23]=[C:24]([C:29]([O:31][CH3:32])=[O:30])[C:25]([O:27][CH3:28])=[O:26])=[CH:21][CH:20]=1.C(=O)([O-])[O-].[K+].[K+]>CC(=O)CC>[O:10]1[C:11]2[CH:17]=[CH:16][CH:15]=[CH:14][C:12]=2[N:13]=[C:9]1[C:6]1[CH:7]=[CH:8][C:3]([CH2:2][O:18][C:19]2[CH:20]=[CH:21][C:22]([CH:23]=[C:24]([C:25]([O:27][CH3:28])=[O:26])[C:29]([O:31][CH3:32])=[O:30])=[CH:33][CH:34]=2)=[CH:4][CH:5]=1 |f:2.3.4|. Reported procedure: A mixture of 0.1 mole 2-(4-chloromethylphenyl)benzoxazole (C) and 0.1 mole dimethyl 4-hydroxybenzylidenemalonate (D) in 300 ml. 2-butanone containing 100 g. potassium carbonate was refluxed for 18 hours and poured onto 1,000 g. ice/water. Filtration, washing with water and recrystallization from methyl cellosolve/isopropyl alcohol gave a 41% yield of the light tan crystalline product II. ##STR5## Reagents/catalysts: [Zn] (zinc). Run in C(C)(=O)O (acetic acid). The product is C(C=C)N1CC(C(C1)(C1=CC(=CC=C1)Br)N)CO ([1-Allyl-4-amino-4-(3-bromophenyl)pyrrolidin-3-yl]methanol). Reaction conditions: time 1 hour. The reactants are C(C=C)N1CC2(NOCC2C1)C1=CC(=CC=C1)Br (5-allyl-6a-(3-bromophenyl)-3,3a,4,6-tetrahydro-1H-pyrrolo[3,4-c]isoxazole), C(C)(=O)OCC (Ethyl acetate). The yield is 101.8%. Procedure details: A 22° C. solution of 5-allyl-6a-(3-bromophenyl)-3,3a,4,6-tetrahydro-1H-pyrrolo[3,4-c]isoxazole (40 g, 129.4 mmol) in acetic acid (400 mL) is treated with zinc dust (42.3 g, 646.8 mmol) in one portion. The reaction is stirred vigorously at room temperature for 1 hour. Ethyl acetate (400 mL) is added and the mixture is filtered through diatomaceous earth. The filtrate is evaporated and the residue dried under vacuum. The residue is partitioned in water (300 mL) and MTBE (300 mL). The pH is adjuste... As a reaction SMILES: [CH2:1]([N:4]1[CH2:11][CH:10]2[C:6]([C:12]3[CH:17]=[CH:16][CH:15]=[C:14]([Br:18])[CH:13]=3)([NH:7][O:8][CH2:9]2)[CH2:5]1)[CH:2]=[CH2:3].C(OCC)(=O)C>C(O)(=O)C.[Zn]>[CH2:1]([N:4]1[CH2:5][C:6]([NH2:7])([C:12]2[CH:17]=[CH:16][CH:15]=[C:14]([Br:18])[CH:13]=2)[CH:10]([CH2:9][OH:8])[CH2:11]1)[CH:2]=[CH2:3]. Reactants: BrC1=C(C=O)C=C(C=C1)O (2-bromo-5-hydroxybenzaldehyde), ClC[C@@H]1OC(OC1)(C)C ((R)-4-(chloromethyl)-2,2-dimethyl-1,3-dioxolane), C(=O)([O-])[O-].[K+].[K+] (K2CO3). Run in CN(C)C=O (DMF), O (water). Reaction conditions: temperature 150 celsius, time 10 hour. Yields the product BrC1=C(C=O)C=C(C=C1)OC[C@@H]1OC(OC1)(C)C ((S)-2-bromo-5-((2,2-dimethyl-1,3-dioxolan-4-yl)methoxy)benzaldehyde). Yield: 52.0%. As a reaction SMILES: [Br:1][C:2]1[CH:9]=[CH:8][C:7]([OH:10])=[CH:6][C:3]=1[CH:4]=[O:5].Cl[CH2:12][C@H:13]1[CH2:17][O:16][C:15]([CH3:19])([CH3:18])[O:14]1.C([O-])([O-])=O.[K+].[K+]>CN(C=O)C.O>[Br:1][C:2]1[CH:9]=[CH:8][C:7]([O:10][CH2:12][C@H:13]2[CH2:17][O:16][C:15]([CH3:19])([CH3:18])[O:14]2)=[CH:6][C:3]=1[CH:4]=[O:5] |f:2.3.4|. Procedure details: To a solution of 2-bromo-5-hydroxybenzaldehyde (62; 5 g, 0.025 mol) in DMF (100 ml) was added (R)-4-(chloromethyl)-2,2-dimethyl-1,3-dioxolane (63; 4.87 g, 0.032 mol) and K2CO3 (7.0 g, 0.05 mol). The resulting reaction mixture was stirred at 150° C. for 10 h, cooled to room temperature, diluted with water, and then extracted with EtOAc. The combined organic layers were dried (Na2SO4) and concentrated under reduced pressure. The resulting residue was purified by chromatography (petroleum ether/EtO... Reactants: [H-].[H-].[H-].[H-].[Li+].[Al+3] (LiAlH4), ClC1=C(C(=O)NC2CC2)C=C(C=C1)CCCOC (2-chloro-N-cyclopropyl-5-(3-methoxy-propyl)-benzamide). The solvent is C1CCOC1 (THF). Product: ClC1=C(CNC2CC2)C=C(C=C1)CCCOC ([2-Chloro-5-(3-methoxy-propyl)-benzyl]-cyclopropyl-amine). The yield is 58.5%. RXN SMILES: [H-].[H-].[H-].[H-].[Li+].[Al+3].[Cl:7][C:8]1[CH:19]=[CH:18][C:17]([CH2:20][CH2:21][CH2:22][O:23][CH3:24])=[CH:16][C:9]=1[C:10]([NH:12][CH:13]1[CH2:15][CH2:14]1)=O>C1COCC1>[Cl:7][C:8]1[CH:19]=[CH:18][C:17]([CH2:20][CH2:21][CH2:22][O:23][CH3:24])=[CH:16][C:9]=1[CH2:10][NH:12][CH:13]1[CH2:14][CH2:15]1 |f:0.1.2.3.4.5|. Procedure: LiAlH4 (5.70 g, 151 mmol) was added in portions to a sol. of 2-chloro-N-cyclopropyl-5-(3-methoxy-propyl)-benzamide (10 g, 37.7 mmol) in THF (230 mL) at 0° C. The ice bath was removed, and the mixture was heated to reflux for 4 h. The mixture was allowed to cool to rt, and was cooled to 0° C. Water (7.5 mL), aq. 15% NaOH (17 mL), and water (5.7 mL) were carefully added. The mixture was filtered, and the precipitate was washed with EtOAc. The filtrate was evaporated under reduced pressure. The res... Reactants: COC1=C(C=CC(=C1)CNCCCNCCCCNCCCN)O.C(C1=CC=CC=C1)OC1C(OC2=C(C1(O)CC#N)C=CC(=C2)OC(C)CCCC2=CC=CC=C2)(C)C (dl-5 benzyloxy-4-cyanomethyl-4-hydroxy-2,2-dimethyl-7-(5-phenyl-2-pentyloxy)-3,4-dihydro-2H-benzopyran). Reagents/catalysts: CS(=O)(=O)O (methanesulfonic acid). The solvent is C1(=CC=CC=C1)C (toluene). Run at time 16 hour. Product: COC1=C(C=CC(=C1)CNCCCNCCCCNCCCN)O.C(C1=CC=CC=C1)OC1C(OC2=C(C1=CC#N)C=CC(=C2)OC(C)CCCC2=CC=CC=C2)(C)C (dl-5 Benzyloxy-4-cyanomethylene-2,2-dimethyl-7-(5-phenyl-2-pentyloxy)-3,4-dihydro-2H-benzopyran). Yield: 13.6%. Reaction SMILES: [CH3:1][O:2][C:3]1[CH:8]=[C:7]([CH2:9][NH:10][CH2:11][CH2:12][CH2:13][NH:14][CH2:15][CH2:16][CH2:17][CH2:18][NH:19][CH2:20][CH2:21][CH2:22][NH2:23])[CH:6]=[CH:5][C:4]=1[OH:24].[CH2:25]([O:32][CH:33]1[C:38]([CH2:40][C:41]#[N:42])(O)[C:37]2[CH:43]=[CH:44][C:45]([O:47][CH:48]([CH2:50][CH2:51][CH2:52][C:53]3[CH:58]=[CH:57][CH:56]=[CH:55][CH:54]=3)[CH3:49])=[CH:46][C:36]=2[O:35][C:34]1([CH3:60])[CH3:59])[C:26]1[CH:31]=[CH:30][CH:29]=[CH:28][CH:27]=1>C1(C)C=CC=CC=1.CS(O)(=O)=O>[CH3:1][O:2][C:3]1[CH:8]=[C:7]([CH2:9][NH:10][CH2:11][CH2:12][CH2:13][NH:14][CH2:15][CH2:16][CH2:17][CH2:18][NH:19][CH2:20][CH2:21][CH2:22][NH2:23])[CH:6]=[CH:5][C:4]=1[OH:24].[CH2:25]([O:32][CH:33]1[C:38](=[CH:40][C:41]#[N:42])[C:37]2[CH:43]=[CH:44][C:45]([O:47][CH:48]([CH2:50][CH2:51][CH2:52][C:53]3[CH:54]=[CH:55][CH:56]=[CH:57][CH:58]=3)[CH3:49])=[CH:46][C:36]=2[O:35][C:34]1([CH3:59])[CH3:60])[C:26]1[CH:27]=[CH:28][CH:29]=[CH:30][CH:31]=1 |f:0.1,4.5|. Procedure details: To a solution of 11.5 g (23.7 mmole) dl-5-benzyloxy-4-cyanomethyl-4-hydroxy-2,2-dimethyl-7-(5-phenyl-2-pentyloxy)-3,4-dihydro-2H-benzopyran in 100 ml dry toluene was added a few grams of molecular sieves and 5 drops of methanesulfonic acid. The mixture was stirred for 16 hours at room temperature, washed with 30 ml water, 2×30 ml saturated sodium bicarbonate solution, dried (MgSO4), filtered and the filtrate evaporated in vacuo to afford a yellow oil. Trituration with ethyl ether, filtration gav... The reactants are ClC1=C2C(=NC(=C1)C1=CC(=CC=C1)Cl)CCC2 (4-chloro-2-(3-chlorophenyl)-6,7-dihydro-5H-cyclopenta[b]pyridine), NC1=CC=C(C=C1)C[C@H](C)O ((5)-1-(4-aminophenyl)propan-2-ol). Product: ClC=1C=C(C=CC1)C1=CC(=C2C(=N1)CCC2)NC2=CC=C(C=C2)C[C@H](C)O ((S)-1-(4-((2-(3-Chlorophenyl)-6,7-dihydro-5H-cyclopenta[b]pyridin-4-yl)amino)phenyl)propan-2-ol). Isolated yield 26.4%. Reaction SMILES: Cl[C:2]1[CH:7]=[C:6]([C:8]2[CH:13]=[CH:12][CH:11]=[C:10]([Cl:14])[CH:9]=2)[N:5]=[C:4]2[CH2:15][CH2:16][CH2:17][C:3]=12.[NH2:18][C:19]1[CH:24]=[CH:23][C:22]([CH2:25][C@@H:26]([OH:28])[CH3:27])=[CH:21][CH:20]=1>>[Cl:14][C:10]1[CH:9]=[C:8]([C:6]2[N:5]=[C:4]3[CH2:15][CH2:16][CH2:17][C:3]3=[C:2]([NH:18][C:19]3[CH:20]=[CH:21][C:22]([CH2:25][C@@H:26]([OH:28])[CH3:27])=[CH:23][CH:24]=3)[CH:7]=2)[CH:13]=[CH:12][CH:11]=1. Procedure: Following general procedure B1, 4-chloro-2-(3-chlorophenyl)-6,7-dihydro-5H-cyclopenta[b]pyridine (0.089 g, 0.34 mmol) was reacted with (5)-1-(4-aminophenyl)propan-2-ol (0.061 g, 0.41 mmol) to afford the title compound (0.034 g, 26%) as a light yellow solid. MW=378.89. 1H NMR (DMSO-d6, 500 MHz) δ 8.06 (s, 1H), 7.91-7.88 (m, 1H), 7.76-7.72 (m, 1H), 7.46-7.38 (m, 2H), 7.23-7.14 (m, 5H), 4.53 (d, J=4.5 Hz, 1H), 3.86-3.78 (m, 1H), 2.90 (t, J=7.5 Hz, 2H), 2.82 (t, J=7.5 Hz, 2H), 2.71-2.65 (m, 1H), 2.5... Starting materials: CN1N=C(N=N1)C1=CC(=C(OCCCBr)C(=C1)C)C (3-[4-(2-methyl-tetrazol-5-yl)-2,6-dimethylphenoxy]-propylbromide), [Li]CCCC (n-BuLi), CN1CSC=C1 (3-methyl-thiazole), CN(C)P(=O)(N(C)C)N(C)C (HMPA), [Cl-].[NH4+] (ammonium chloride). The solvent is C1CCOC1 (THF), C1CCOC1 (THF). Conditions: temperature -78 celsius, time 15 minute. Yields the product CN1CSC(=C1)CCCOC1=C(C=C(C=C1C)C=1N=NN(N1)C)C (3-methyl-5-[3-[4-(2-methyl-tetrazol-5-yl)-2,6-dimethylphenoxy]-propyl]thiazole). Isolated yield 27.7%. RXN SMILES: [Li]CCCC.[CH3:6][N:7]1[CH:11]=[CH:10][S:9][CH2:8]1.CN(P(N(C)C)(N(C)C)=O)C.[CH3:23][N:24]1[N:28]=[N:27][C:26]([C:29]2[CH:39]=[C:38]([CH3:40])[C:32]([O:33][CH2:34][CH2:35][CH2:36]Br)=[C:31]([CH3:41])[CH:30]=2)=[N:25]1.[Cl-].[NH4+]>C1COCC1>[CH3:6][N:7]1[CH:11]=[C:10]([CH2:36][CH2:35][CH2:34][O:33][C:32]2[C:31]([CH3:41])=[CH:30][C:29]([C:26]3[N:27]=[N:28][N:24]([CH3:23])[N:25]=3)=[CH:39][C:38]=2[CH3:40])[S:9][CH2:8]1 |f:4.5|. Procedure details: n-BuLi (2.5M, 1.33 ml, 3.33 mmol) was added slowly at -78° C. to a solution of 3-methyl-thiazole (300 mg, 3.03 mmol) in 8 ml of THF under nitrogen. After stirring at -78° C. for 15 min, HMPA (1.08 g, 6.06 mmol) was added and the resulting mixture was stirred for 10 min. To the above mixture was added at -78° C. 3-[4-(2-methyl-tetrazol-5-yl)-2,6-dimethylphenoxy]-propylbromide (985 mg, 3.03 mmol) in 5 ml of THF. The mixture was allowed to warm to 20° C. and stirred for 3 h. Saturated ammonium chlo...